From a dataset of the Open Reaction Database (ORD), a public repository of structured organic reaction records. describe an organic reaction: reactants, conditions, products, and yield The reactants are CON1CCC2(C(=C(C(N2OCCSC)=O)C2=C(C=C(C=C2C)C)C)OC(OCC)=O)CC1 (carbonic acid ethyl ester 8-methoxy-1-(2-methylsulfanyl-ethoxy)-2-oxo-3-(2,4,6-trimethyl-phenyl)-1,8-diaza-spiro[4.5]dec-3-en-4-yl ester), ClC1=CC(=CC=C1)C(=O)OO (3-chloroperbenzoic acid), S(=O)(=O)([O-])S(=O)[O-].[Na+].[Na+] (sodium metabisulfite). The solvent is ClCCl (dichloromethane). Conditions: time 8 hour. Yields the product CS(=O)CCON1C(C(=C(C12CCN(CC2)OC)OC(OCC)=O)C2=C(C=C(C=C2C)C)C)=O (Carbonic acid ethyl ester 1-(2-methanesulfinyl-ethoxy)-8-methoxy-2-oxo-3-(2,4,6-trimethyl-phenyl)-1,8-diaza-spiro[4.5]dec-3-en-4-yl ester). Reaction SMILES: [CH3:1][O:2][N:3]1[CH2:33][CH2:32][C:6]2([N:10]([O:11][CH2:12][CH2:13][S:14][CH3:15])[C:9](=[O:16])[C:8]([C:17]3[C:22]([CH3:23])=[CH:21][C:20]([CH3:24])=[CH:19][C:18]=3[CH3:25])=[C:7]2[O:26][C:27](=[O:31])[O:28][CH2:29][CH3:30])[CH2:5][CH2:4]1.ClC1C=CC=C(C(OO)=[O:42])C=1.S(S([O-])=O)([O-])(=O)=O.[Na+].[Na+]>ClCCl>[CH3:15][S:14]([CH2:13][CH2:12][O:11][N:10]1[C:6]2([CH2:5][CH2:4][N:3]([O:2][CH3:1])[CH2:33][CH2:32]2)[C:7]([O:26][C:27](=[O:31])[O:28][CH2:29][CH3:30])=[C:8]([C:17]2[C:22]([CH3:23])=[CH:21][C:20]([CH3:24])=[CH:19][C:18]=2[CH3:25])[C:9]1=[O:16])=[O:42] |f:2.3.4|. Procedure: To a solution of carbonic acid ethyl ester 8-methoxy-1-(2-methylsulfanyl-ethoxy)-2-oxo-3-(2,4,6-trimethyl-phenyl)-1,8-diaza-spiro[4.5]dec-3-en-4-yl ester (compound P1ii.110) (400 mg, 0.84 mmol) in dichloromethane (10 ml) at 0° C. was added 3-chloroperbenzoic acid (210 mg, MCPBA ˜70%, 0.85 mmol). The reaction mixture was stirred at room temperature overnight, then poured on saturated aqueous sodium metabisulfite and the layers separated. The aqueous phase was extracted with dichloromethane (3×), ... Starting materials: O1COC2=C1C=CC(=C2)C2(CC2)C(=O)NC2=CC(=C(C=C2)C)B2OC(C(O2)(C)C)(C)C (1-(Benzo[d][1,3]dioxol-5-yl)-N-(4-methyl-3-(4,4,5,5-tetramethyl-1,3,2-dioxaborolan-2-yl)phenyl)cyclopropanecarboxamide), C(=O)([O-])[O-].[K+].[K+] (K2CO3), BrC1=C(C=C(C(=O)N)C=C1)F (4-bromo-3-fluorobenzamide), Pd-FibreCat. Run in CN(C)C=O (DMF). Reaction conditions: temperature 80 celsius. Product: O1COC2=C1C=CC(=C2)C2(CC2)C(=O)NC=2C=CC(=C(C2)C2=C(C=C(C=C2)C(=O)N)F)C (5′-(1-(benzo[d][1,3]dioxol-5-yl)cyclopropanecarboxamido)-2-fluoro-2′-methylbiphenyl-4-carboxamide). Reaction SMILES: [O:1]1[C:5]2[CH:6]=[CH:7][C:8]([C:10]3([C:13]([NH:15][C:16]4[CH:21]=[CH:20][C:19]([CH3:22])=[C:18](B5OC(C)(C)C(C)(C)O5)[CH:17]=4)=[O:14])[CH2:12][CH2:11]3)=[CH:9][C:4]=2[O:3][CH2:2]1.Br[C:33]1[CH:41]=[CH:40][C:36]([C:37]([NH2:39])=[O:38])=[CH:35][C:34]=1[F:42].C([O-])([O-])=O.[K+].[K+]>CN(C=O)C>[O:1]1[C:5]2[CH:6]=[CH:7][C:8]([C:10]3([C:13]([NH:15][C:16]4[CH:21]=[CH:20][C:19]([CH3:22])=[C:18]([C:33]5[CH:41]=[CH:40][C:36]([C:37]([NH2:39])=[O:38])=[CH:35][C:34]=5[F:42])[CH:17]=4)=[O:14])[CH2:12][CH2:11]3)=[CH:9][C:4]=2[O:3][CH2:2]1 |f:2.3.4|. Reported procedure: 1-(Benzo[d][1,3]dioxol-5-yl)-N-(4-methyl-3-(4,4,5,5-tetramethyl-1,3,2-dioxaborolan-2-yl)phenyl)cyclopropanecarboxamide (42 mg, 0.10 mmol), 4-bromo-3-fluorobenzamide (24 mg, 0.11 mmol), Pd-FibreCat 1007 (10 mg), K2CO3 (1M, 240 mL), and DMF (1 mL) were combined in a scintillation vial and heated at 80° C. for 3 hr. The mixture was filtered and purified using reverse-phase preparative HPLC to provide 5′-(1-(benzo[d][1,3]dioxol-5-yl)cyclopropanecarboxamido)-2-fluoro-2′-methylbiphenyl-4-carboxamide (... Starting materials: CC1=NC=C2SC=CN21 (5-Methylimidazo[5,1-b]thiazole), IN1C(CCC1=O)=O (N-Iodosuccinimide). The reagents and catalysts are IN1C(CCC1=O)=O (N-Iodosuccinimide). The solvent is ClCCl (dichloromethane). Run at time 24 hour. Yields the product IC=1N=C(N2C1SC=C2)C (7-iodo-5-methylimidazo[5,1-b]thiazole). Yield: 105.1%. RXN SMILES: [CH3:1][C:2]1[N:9]2[C:5]([S:6][CH:7]=[CH:8]2)=[CH:4][N:3]=1.[I:10]N1C(=O)CCC1=O>ClCCl.IN1C(=O)CCC1=O>[I:10][C:4]1[N:3]=[C:2]([CH3:1])[N:9]2[CH:8]=[CH:7][S:6][C:5]=12. Reported procedure: 5-Methylimidazo[5,1-b]thiazole (6.90 g) was dissolved in 500 ml of dichloromethane. N-Iodosuccinimide (10.6 g) was added to the solution. The mixture was stirred at room temperature for 24 hr. N-Iodosuccinimide (1.06 g) was added thereto, followed by stirring for additional one hr. The reaction solution was washed with an aqueous sodium thiosulfate solution and brine in that order, dried over anhydrous magnesium sulfate, and then filtered. The solvent was removed by distillation under the reduce... Reactants: COc2cc1ccccc1c3ccccc23 (substrate), CC2(C)COB(B1OCC(C)(C)CO1)OC2 (effective_coupling_partner). Reagents/catalysts: ICy. Reaction conditions: temperature 120 celsius, time 12 hour. The product is c1ccc6c(c1)cc(c3cc2ccccc2c4ccccc34)c5ccccc56. Procedure details: 556 mg (2.25 mmol) of the compound from Example 41A and 14.7 ml of dioxane are added to a suspension of 802 mg (4.72 mmol) of silver(I) nitrate in 2 ml of water. A solution of 193 mg (4.84 mmol) of sodium hydroxide in 7.8 ml of water is then added slowly. The mixture is stirred at RT for 3 h. The mixture is then filtered through Celite, which is washed with warm water. The filtrate obtained is acidified by addition of 1 N hydrochloric acid and extracted three times with in each case 20 ml of die... Reactants: ClC1=CC=C(C=C1)C=1OC(=C(N1)COCOC)C=O (2-(4-Chlorophenyl)-4-[(methoxymethoxy)methyl]-1,3-oxazole-5-carbaldehyde), O1CCOCC1 (dioxane), [OH-].[Na+] (sodium hydroxide), Cl (hydrochloric acid). The reagents and catalysts are [N+](=O)([O-])[O-].[Ag+] (silver(I) nitrate). The product is ClC1=CC=C(C=C1)C=1OC(=C(N1)COCOC)C(=O)O (2-(4-Chlorophenyl)-4-[(methoxymethoxy)methyl]-1,3-oxazole-5-carboxylic acid). Reaction conditions: time 3 hour. The solvent is O (water), O (water). Reaction SMILES: [Cl:1][C:2]1[CH:7]=[CH:6][C:5]([C:8]2[O:9][C:10]([CH:18]=[O:19])=[C:11]([CH2:13][O:14][CH2:15][O:16][CH3:17])[N:12]=2)=[CH:4][CH:3]=1.[O:20]1CCOCC1.[OH-].[Na+].Cl>O.[N+]([O-])([O-])=O.[Ag+]>[Cl:1][C:2]1[CH:3]=[CH:4][C:5]([C:8]2[O:9][C:10]([C:18]([OH:20])=[O:19])=[C:11]([CH2:13][O:14][CH2:15][O:16][CH3:17])[N:12]=2)=[CH:6][CH:7]=1 |f:2.3,6.7|. Reactants: COC=1C=C2CCNC(C2=CC1OC)=CC(N)=O (6,7-dimethoxy-1-carbamoylmethylene-1,2,3,4-tetrahydroisoquinoline), [O-]CC.[Na+] (sodium ethoxide), C(OCC)(OCC)=O (diethyl carbonate). Run in C(C)O (ethanol). Product: COC=1C=C2CCN3C(C2=CC1OC)=CC(NC3=O)=O (9,10-Dimethoxy-3,4,6,7-tetrahydro-2H pyrimido(6,1-a)isoquinolin-2,4-dione). Reaction SMILES: [CH3:1][O:2][C:3]1[CH:4]=[C:5]2[C:10](=[CH:11][C:12]=1[O:13][CH3:14])[C:9](=[CH:15][C:16](=[O:18])[NH2:17])[NH:8][CH2:7][CH2:6]2.[O-:19][CH2:20]C.[Na+].C(=O)(OCC)OCC>C(O)C>[CH3:1][O:2][C:3]1[CH:4]=[C:5]2[C:10](=[CH:11][C:12]=1[O:13][CH3:14])[C:9]1=[CH:15][C:16](=[O:18])[NH:17][C:20](=[O:19])[N:8]1[CH2:7][CH2:6]2 |f:1.2|. Procedure: A solution of 6,7-dimethoxy-1-carbamoylmethylene-1,2,3,4-tetrahydroisoquinoline (5.0 g) and an excess of sodium ethoxide (prepared from 12.0 g of sodium metal and 600 ml of ethanol) in ethanol is heated. 150.0 ml of diethyl carbonate is added to the solution. The reaction mixture is refluxed for an additional 2.5 hr. The solvent is removed under vacuum and the residue is acidified to give a white precipitate, yield 4.80 g. The product crystallizes from dimethylformamide, mp. 323°-325° C. Reactants: C([O-])(O)=O.[Na+] (sodium bicarbonate), BrC=1C=C(C=NC1)OC[C@H]1N(CCC1)C (5-bromo-3-((1-methyl-2-(S)-pyrrolidinyl)methoxy)pyridine), C([O-])([O-])=O.[Na+].[Na+] (sodium carbonate), [N+](=O)([O-])C=1C=C(C=CC1)B(O)O (3-nitrophenylboronic acid). The reagents and catalysts are C=1C=CC(=CC1)[P](C=2C=CC=CC2)(C=3C=CC=CC3)[Pd]([P](C=4C=CC=CC4)(C=5C=CC=CC5)C=6C=CC=CC6)([P](C=7C=CC=CC7)(C=8C=CC=CC8)C=9C=CC=CC9)[P](C=1C=CC=CC1)(C=1C=CC=CC1)C=1C=CC=CC1 (tetrakis(triphenylphosphine)palladium(0)). Solvent: O (Water), C1=CC=CC=C1 (benzene). The product is [N+](=O)([O-])C=1C=C(C=CC1)C=1C=C(C=NC1)OC[C@H]1N(CCC1)C (5-(3-Nitrophenyl)-3-(1-methyl-2-(S)-pyrrolidinylmethoxy)pyridine). Yield: 59.7%. Reaction SMILES: Br[C:2]1[CH:3]=[C:4]([O:8][CH2:9][C@@H:10]2[CH2:14][CH2:13][CH2:12][N:11]2[CH3:15])[CH:5]=[N:6][CH:7]=1.C(=O)([O-])[O-].[Na+].[Na+].[N+:22]([C:25]1[CH:26]=[C:27](B(O)O)[CH:28]=[CH:29][CH:30]=1)([O-:24])=[O:23].C(=O)(O)[O-].[Na+]>C1C=CC=CC=1.C1C=CC([P]([Pd]([P](C2C=CC=CC=2)(C2C=CC=CC=2)C2C=CC=CC=2)([P](C2C=CC=CC=2)(C2C=CC=CC=2)C2C=CC=CC=2)[P](C2C=CC=CC=2)(C2C=CC=CC=2)C2C=CC=CC=2)(C2C=CC=CC=2)C2C=CC=CC=2)=CC=1.O>[N+:22]([C:25]1[CH:30]=[C:29]([C:2]2[CH:3]=[C:4]([O:8][CH2:9][C@@H:10]3[CH2:14][CH2:13][CH2:12][N:11]3[CH3:15])[CH:5]=[N:6][CH:7]=2)[CH:28]=[CH:27][CH:26]=1)([O-:24])=[O:23] |f:1.2.3,5.6,^1:48,50,69,88|. Procedure: To a solution of 5-bromo-3-((1-methyl-2-(S)-pyrrolidinyl)methoxy)pyridine (272 mg, 1.00 mmol) in benzene (2.0 mL), were added sodium carbonate (2.0M, 1.0 mL), tetrakis(triphenylphosphine)palladium(0) (35 mg, 0.03 mmol) and 3-nitrophenylboronic acid (250 mg, 1.50 mmol). The reaction mixture was refluxed overnight then cooled to room temperature. Water (2 mL) was added, and solid sodium bicarbonate was added until the aqueous layer was saturated. The mixture was extracted with EtOAc, which was dri... The reactants are CC(=O)O[BH-](OC(C)=O)OC(C)=O, CCCCOCCOc1ccc(-c2ccc3c(c2)C=C(C(=O)Nc2ccc(C(O)c4cccc[n+]4[O-])cc2)CCN3)cc1, CC(=O)O, ClCCCl, [Na+], O, O=Cc1ccco1. Product: CCCCOCCOc1ccc(-c2ccc3c(c2)C=C(C(=O)Nc2ccc(C(O)c4cccc[n+]4[O-])cc2)CCN3c2ccco2)cc1. As a reaction SMILES: [C:51]([O:52][BH-:53]([O:54][C:55](=[O:56])[CH3:57])[O:58][C:59](=[O:60])[CH3:61])(=[O:62])[CH3:63].[CH2:1]([CH2:2][CH2:3][CH3:4])[O:5][CH2:6][CH2:7][O:8][c:9]1[cH:10][cH:11][c:12](-[c:15]2[cH:16][cH:17][c:18]3[c:19]([cH:43]2)[CH:20]=[C:21]([C:25](=[O:26])[NH:27][c:28]2[cH:29][cH:30][c:31]([CH:34]([c:35]4[n+:36]([O-:41])[cH:37][cH:38][cH:39][cH:40]4)[OH:42])[cH:32][cH:33]2)[CH2:22][CH2:23][NH:24]3)[cH:13][cH:14]1.[CH3:65][C:66](=[O:67])[OH:68].[Cl:69][CH2:70][CH2:71][Cl:72].[Na+:64].[OH2:73].[o:44]1[c:45]([CH:49]=[O:50])[cH:46][cH:47][cH:48]1>>[CH2:1]([CH2:2][CH2:3][CH3:4])[O:5][CH2:6][CH2:7][O:8][c:9]1[cH:10][cH:11][c:12](-[c:15]2[cH:16][cH:17][c:18]3[c:19]([cH:43]2)[CH:20]=[C:21]([C:25](=[O:26])[NH:27][c:28]2[cH:29][cH:30][c:31]([CH:34]([c:35]4[n+:36]([O-:41])[cH:37][cH:38][cH:39][cH:40]4)[OH:42])[cH:32][cH:33]2)[CH2:22][CH2:23][N:24]3[c:45]2[o:44][cH:48][cH:47][cH:46]2)[cH:13][cH:14]1.